From a dataset of the Open Reaction Database (ORD), a public repository of structured organic reaction records. describe an organic reaction: reactants, conditions, products, and yield RXN SMILES: [C:1](=[O:2])([O:3][CH3:4])[CH:5]1[C:6]2([CH2:7][C:8](=[O:9])[OH:10])[CH:11]([CH2:12][CH2:13]1)[CH:14]1[CH2:15][N:16]([C:28]([CH3:29])([CH3:30])[CH3:31])[C:17]3=[CH:18][C:19](=[O:27])[CH2:20][CH2:21][C:22]3([CH3:23])[CH:24]1[CH2:25][CH2:26]2.[Cl:32][C:33]1=[C:44]([Cl:45])[C:42](=[O:43])[C:39]([C:40]#[N:41])=[C:36]([C:37]#[N:38])[C:34]1=[O:35].[N+:46]([c:47]1[cH:48][cH:49][c:50]([OH:51])[cH:52][cH:53]1)([O-:54])=[O:55].[O:57]1[CH2:58][CH2:59][O:60][CH2:61][CH2:62]1.[OH2:56]>>[C:1](=[O:2])([O:3][CH3:4])[CH:5]1[C:6]2([CH2:7][C:8](=[O:9])[OH:10])[CH:11]([CH2:12][CH2:13]1)[CH:14]1[CH2:15][N:16]([C:28]([CH3:29])([CH3:30])[CH3:31])[C:17]3=[CH:18][C:19](=[O:27])[CH:20]=[CH:21][C:22]3([CH3:23])[CH:24]1[CH2:25][CH2:26]2. The product is COC(=O)C1CCC2C3CN(C(C)(C)C)C4=CC(=O)C=CC4(C)C3CCC12CC(=O)O. Starting materials: COC(=O)C1CCC2C3CN(C(C)(C)C)C4=CC(=O)CCC4(C)C3CCC12CC(=O)O, N#CC1=C(C#N)C(=O)C(Cl)=C(Cl)C1=O, O=[N+]([O-])c1ccc(O)cc1, C1COCCO1, O. The reactants are COC1=C(C=O)C=CC(=C1)OCC1CC(C(C(C1)OCCCCCCCCCCCCCCCCCC)OCCCCCCCCCCCCCCCCCC)OCCCCCCCCCCCCCCCCCC (2-Methoxy-4-[3′,4′,5′-tris(octadecyloxy)cyclohexylmethyloxy]benzaldehyde), [BH4-].[Na+] (sodium borohydride). Solvent: C(Cl)(Cl)Cl (chloroform), C(Cl)(Cl)Cl.CO (chloroform methanol). Run at temperature 60 celsius, time 8 hour. The product is COC1=C(CO)C=CC(=C1)OCC1CC(C(C(C1)OCCCCCCCCCCCCCCCCCC)OCCCCCCCCCCCCCCCCCC)OCCCCCCCCCCCCCCCCCC (2-methoxy-4-[3′,4′,5′-tris(octadecyloxy)cyclohexylmethyloxy]benzyl alcohol). Yield: 96.2%. RXN SMILES: [CH3:1][O:2][C:3]1[CH:10]=[C:9]([O:11][CH2:12][CH:13]2[CH2:18][CH:17]([O:19][CH2:20][CH2:21][CH2:22][CH2:23][CH2:24][CH2:25][CH2:26][CH2:27][CH2:28][CH2:29][CH2:30][CH2:31][CH2:32][CH2:33][CH2:34][CH2:35][CH2:36][CH3:37])[CH:16]([O:38][CH2:39][CH2:40][CH2:41][CH2:42][CH2:43][CH2:44][CH2:45][CH2:46][CH2:47][CH2:48][CH2:49][CH2:50][CH2:51][CH2:52][CH2:53][CH2:54][CH2:55][CH3:56])[CH:15]([O:57][CH2:58][CH2:59][CH2:60][CH2:61][CH2:62][CH2:63][CH2:64][CH2:65][CH2:66][CH2:67][CH2:68][CH2:69][CH2:70][CH2:71][CH2:72][CH2:73][CH2:74][CH3:75])[CH2:14]2)[CH:8]=[CH:7][C:4]=1[CH:5]=[O:6].[BH4-].[Na+]>C(Cl)(Cl)Cl.CO.C(Cl)(Cl)Cl>[CH3:1][O:2][C:3]1[CH:10]=[C:9]([O:11][CH2:12][CH:13]2[CH2:18][CH:17]([O:19][CH2:20][CH2:21][CH2:22][CH2:23][CH2:24][CH2:25][CH2:26][CH2:27][CH2:28][CH2:29][CH2:30][CH2:31][CH2:32][CH2:33][CH2:34][CH2:35][CH2:36][CH3:37])[CH:16]([O:38][CH2:39][CH2:40][CH2:41][CH2:42][CH2:43][CH2:44][CH2:45][CH2:46][CH2:47][CH2:48][CH2:49][CH2:50][CH2:51][CH2:52][CH2:53][CH2:54][CH2:55][CH3:56])[CH:15]([O:57][CH2:58][CH2:59][CH2:60][CH2:61][CH2:62][CH2:63][CH2:64][CH2:65][CH2:66][CH2:67][CH2:68][CH2:69][CH2:70][CH2:71][CH2:72][CH2:73][CH2:74][CH3:75])[CH2:14]2)[CH:8]=[CH:7][C:4]=1[CH2:5][OH:6] |f:1.2,3.4|. Procedure: 2-Methoxy-4-[3′,4′,5′-tris(octadecyloxy)cyclohexylmethyloxy]benzaldehyde (272 mg, 0.26 mmol) was suspended in chloroform-methanol (6 ml+0.5 ml), and sodium borohydride (29 mg, 0.77 mmol) was added. After stirring at 60° C. overnight, the mixture was dissolved in chloroform (12 ml), and washed with 0.5N hydrochloric acid (8 ml) and pure water (8 ml). The solvent was evaporated, and the residue was precipitated with acetonitrile (2.5 ml) to give 2-methoxy-4-[3′,4′,5′-tris(octadecyloxy)cyclohexylme... Procedure details: A solution of 4-fluorobenzonitrile (0.38 g), 4-(5-methoxypentyloxy)piperidine (0.62 g) and potassium carbonate (0.87 g) in DMF (8 ml) was stirred at 90-95° C. for 6 hours. The reaction mixture was poured into water (50 ml) and extracted twice with a mixture of ethyl acetate and n-hexane (50 ml: 20 ml). The extracts were combined, washed with saturated aqueous sodium chloride, dried over magnesium sulfate and evaporated in vacuo. The resulting residue was chromatographed on silica gel (100 ml) el... Starting materials: O (water), FC1=CC=C(C#N)C=C1 (4-fluorobenzonitrile), COCCCCCOC1CCNCC1 (4-(5-methoxypentyloxy)piperidine), C([O-])([O-])=O.[K+].[K+] (potassium carbonate). Product: COCCCCCOC1CCN(CC1)C1=CC=C(C=C1)C#N (4-(5-methoxypentyloxy)-N-(4-cyanophenyl)piperidine). Reaction SMILES: F[C:2]1[CH:9]=[CH:8][C:5]([C:6]#[N:7])=[CH:4][CH:3]=1.[CH3:10][O:11][CH2:12][CH2:13][CH2:14][CH2:15][CH2:16][O:17][CH:18]1[CH2:23][CH2:22][NH:21][CH2:20][CH2:19]1.C(=O)([O-])[O-].[K+].[K+].O>CN(C=O)C>[CH3:10][O:11][CH2:12][CH2:13][CH2:14][CH2:15][CH2:16][O:17][CH:18]1[CH2:19][CH2:20][N:21]([C:2]2[CH:9]=[CH:8][C:5]([C:6]#[N:7])=[CH:4][CH:3]=2)[CH2:22][CH2:23]1 |f:2.3.4|. The yield is 31.6%. Solvent: CN(C)C=O (DMF). Reactants: phosphorous acid trisdiethylamide, COC=1C=C(C(=O)Cl)C=CC1 (3-methoxybenzoyl chloride), FC(C(F)(F)F)(F)I (pentafluoroethyl iodide). Solvent: C(Cl)Cl (CH2Cl2). Reaction conditions: temperature 0 celsius, time 5 hour. Product: COC=1C=C(C=CC1)C(C(C(F)(F)F)(F)F)=O (1-(3-methoxyphenyl)-2,2,3,3,3-pentafluoropropan-1-one). Yield: 48.7%. Reaction SMILES: [CH3:1][O:2][C:3]1[CH:4]=[C:5]([CH:9]=[CH:10][CH:11]=1)[C:6](Cl)=[O:7].[F:12][C:13](I)([F:18])[C:14]([F:17])([F:16])[F:15]>C(Cl)Cl>[CH3:1][O:2][C:3]1[CH:4]=[C:5]([C:6](=[O:7])[C:13]([F:18])([F:12])[C:14]([F:17])([F:16])[F:15])[CH:9]=[CH:10][CH:11]=1. Reported procedure: Under protective gas, 31.5 g (0.185 mol) of 3-methoxybenzoyl chloride in 150 ml of CH2Cl2 are initially introduced into a round-bottomed flask. 48.6 g (0.2 mol) of phosphorous acid trisdiethylamide are added at about -10° C. 50 g (0.2 mol) of pentafluoroethyl iodide are then introduced into the reaction mixture at 0° C. during the course of one hour. The mixture is stirred for a further 5 hours at 0° C. and then worked up analogously to Example 1. 22.9 g (61% yield) of 1-(3-methoxyphenyl)-2,2,3,... Reactants: C(C)(C)(C)NC=1C(=NC2=CC=CC(=C2N1)C1=CC=2C(NCCC2N1)=O)C=O (3-(tert-butylamino)-5-(4-oxo-4,5,6,7-tetrahydro-1H-pyrrolo[3,2-c]pyridin-2-yl)quinoxaline-2-carbaldehyde), Cl.NO (hydroxylamine hydrochloride), TEA, CO.C(Cl)Cl (MeOH DCM). Solvent: CO (MeOH), C(=O)(O)[O-].[Na+] (NaHCO3). Product: C(C)(C)(C)NC=1C(=NC2=CC=CC(=C2N1)C1=CC=2C(NCCC2N1)=O)/C=N/O ((E)-3-(tert-butylamino)-5-(4-oxo-4,5,6,7-tetrahydro-1H-pyrrolo[3,2-c]pyridin-2-yl)quinoxaline-2-carbaldehyde oxime). Isolated yield 68.3%. Reaction SMILES: [C:1]([NH:5][C:6]1[C:7]([CH:26]=O)=[N:8][C:9]2[C:14]([N:15]=1)=[C:13]([C:16]1[NH:24][C:23]3[CH2:22][CH2:21][NH:20][C:19](=[O:25])[C:18]=3[CH:17]=1)[CH:12]=[CH:11][CH:10]=2)([CH3:4])([CH3:3])[CH3:2].Cl.[NH2:29][OH:30].CO.C(Cl)Cl>CO.C([O-])(O)=O.[Na+]>[C:1]([NH:5][C:6]1[C:7](/[CH:26]=[N:29]/[OH:30])=[N:8][C:9]2[C:14]([N:15]=1)=[C:13]([C:16]1[NH:24][C:23]3[CH2:22][CH2:21][NH:20][C:19](=[O:25])[C:18]=3[CH:17]=1)[CH:12]=[CH:11][CH:10]=2)([CH3:3])([CH3:4])[CH3:2] |f:1.2,3.4,6.7|. Reported procedure: A solution of 3-(tert-butylamino)-5-(4-oxo-4,5,6,7-tetrahydro-1H-pyrrolo[3,2-c]pyridin-2-yl)quinoxaline-2-carbaldehyde (307b) (44.0 mg, 0.12 mmol), hydroxylamine hydrochloride (11.7 mg, 0.17 mmol), and TEA (0.024 mL, 0.17 mmol) in MeOH (5.0 mL) was stirred at 60° C. for 1.5 h. The reaction mixture was subsequently cooled to RT, diluted with saturated aq. NaHCO3 (20 mL), and extracted with 5% MeOH/DCM (2×30 mL). The combined extracts were sequentially washed with water (30 mL) and brine (20 mL), ...